From a dataset of the Open Reaction Database (ORD), a public repository of structured organic reaction records. describe an organic reaction: reactants, conditions, products, and yield Starting materials: NC1=C2C(=NC=N1)N(N=C2C2=CC(=C(C=C2)NC(C2=C(C=C(C=C2)C(F)(F)F)F)=O)OC)C2C=CC(C2)O (N1-{4-[4-amino-1-(4-hydroxy-2-cyclopentenyl)-1H-pyrazolo[3,4-d]pyrimidin-3-yl]-2-methoxyphenyl}-2-fluoro-4-trifluoromethylbenzamide), [H][H] (hydrogen). Reagents/catalysts: [Pd] (palladium on carbon). Solvent: C(C)O (ethanol). Product: NC1=C2C(=NC=N1)N(N=C2C2=CC(=C(C=C2)NC(C2=C(C=C(C=C2)C(F)(F)F)F)=O)OC)C2CC(CC2)O (N1-{4-[4-amino-1-(3-hydroxycyclopentyl)-1H-pyrazolo[3,4-d]pyrimidin-3-yl]-2-methoxyphenyl}-2-fluoro-4-trifluoromethylbenzamide). The yield is 68.4%. RXN SMILES: [NH2:1][C:2]1[N:7]=[CH:6][N:5]=[C:4]2[N:8]([CH:33]3[CH2:37][CH:36]([OH:38])[CH:35]=[CH:34]3)[N:9]=[C:10]([C:11]3[CH:16]=[CH:15][C:14]([NH:17][C:18](=[O:30])[C:19]4[CH:24]=[CH:23][C:22]([C:25]([F:28])([F:27])[F:26])=[CH:21][C:20]=4[F:29])=[C:13]([O:31][CH3:32])[CH:12]=3)[C:3]=12.[H][H]>[Pd].C(O)C>[NH2:1][C:2]1[N:7]=[CH:6][N:5]=[C:4]2[N:8]([CH:33]3[CH2:34][CH2:35][CH:36]([OH:38])[CH2:37]3)[N:9]=[C:10]([C:11]3[CH:16]=[CH:15][C:14]([NH:17][C:18](=[O:30])[C:19]4[CH:24]=[CH:23][C:22]([C:25]([F:27])([F:28])[F:26])=[CH:21][C:20]=4[F:29])=[C:13]([O:31][CH3:32])[CH:12]=3)[C:3]=12. Procedure: A mixture of N1-{4-[4-amino-1-(4-hydroxy-2-cyclopentenyl)-1H-pyrazolo[3,4-d]pyrimidin-3-yl]-2-methoxyphenyl}-2-fluoro-4-trifluoromethylbenzamide (0.10 g, 0.19 mmol) and 10% palladium on carbon (0.03 g) in ethanol (10 mL) was stirred at ambient temperature under one atmosphere of hydrogen overnight. The mixture was filtered and the filtrate was purified by preparative HPLC to yield N1-{4-[4-amino-1-(3-hydroxycyclopentyl)-1H-pyrazolo[3,4-d]pyrimidin-3-yl]-2-methoxyphenyl}-2-fluoro-4-trifluoromethy... Starting materials: N#CC(CCc1ccccc1)NC(CCCCNC(=O)C(F)(F)F)C(=O)O, Cl, [Na+], [OH-]. The product is NC(=O)C(CCc1ccccc1)NC(CCCCNC(=O)C(F)(F)F)C(=O)O. As a reaction SMILES: [C:1](#[N:2])[CH:3]([CH2:4][CH2:5][c:6]1[cH:7][cH:8][cH:9][cH:10][cH:11]1)[NH:12][CH:13]([CH2:14][CH2:15][CH2:16][CH2:17][NH:18][C:19]([C:20]([F:21])([F:22])[F:23])=[O:24])[C:25](=[O:26])[OH:27].[ClH:28].[Na+:30].[OH-:29]>>[C:1]([NH2:2])([CH:3]([CH2:4][CH2:5][c:6]1[cH:7][cH:8][cH:9][cH:10][cH:11]1)[NH:12][CH:13]([CH2:14][CH2:15][CH2:16][CH2:17][NH:18][C:19]([C:20]([F:21])([F:22])[F:23])=[O:24])[C:25](=[O:26])[OH:27])=[O:29]. The reactants are BrC=1C=C(C(=NC1)Cl)C(CC(=O)OCC)=O (Ethyl 3-(5-bromo-2-chloropyridin-3-yl)-3-oxopropanoate), C=1(C(=CC=CC1)C)C (xylene), BrC=1C=C(C(=NC1)Cl)C(CC(=O)OCC)=O (Ethyl 3-(5-bromo-2-chloropyridin-3-yl)-3-oxopropanoate), C(OCC)(OCC)OCC (1,1′,1″-[methanetriyltris(oxy)]triethane). Run in C(C)(=O)OC(C)=O (acetic anhydride). Conditions: temperature 130 celsius. The product is BrC=1C=C(C(=NC1)Cl)C(=O)/C(/C(=O)OCC)=C/OCC (ethyl (2Z)-2-[(5-bromo-2-chloropyridin-3-yl)carbonyl]-3-ethoxyprop-2-enoate). Isolated yield 93.1%. Reaction SMILES: [Br:1][C:2]1[CH:3]=[C:4]([C:9](=[O:16])[CH2:10][C:11]([O:13][CH2:14][CH3:15])=[O:12])[C:5]([Cl:8])=[N:6][CH:7]=1.[CH:17](OCC)(OCC)[O:18][CH2:19][CH3:20].C1(C)C(C)=CC=CC=1>C(OC(=O)C)(=O)C>[Br:1][C:2]1[CH:3]=[C:4]([C:9](/[C:10](=[CH:17]/[O:18][CH2:19][CH3:20])/[C:11]([O:13][CH2:14][CH3:15])=[O:12])=[O:16])[C:5]([Cl:8])=[N:6][CH:7]=1. Reported procedure: Ethyl 3-(5-bromo-2-chloropyridin-3-yl)-3-oxopropanoate (Intermediate 12, 1.0 g, 3.26 mmol) was suspended in acetic anhydride (0.83 g, 8.16 mM) and 1,1′,1″-[methanetriyltris(oxy)]triethane (0.725 g, 4.90 mmol) was added. The reaction mixture was heated to 130° C. for 3 h then cooled to room temperature and concentrated under reduced pressure. The residue so obtained was co-distilled with xylene (2-3 times) to obtain ethyl (2Z)-2-[(5-bromo-2-chloropyridin-3-yl)carbonyl]-3-ethoxyprop-2-enoate (1.1 ... Reactants: S(=O)(=O)([O-])[O-].[Na+].[Na+] (sodium sulfate), O (water), O (water), C(#N)C=1C=CC(=C(C1)S(=O)(=O)NCCC1=C(C=C(C=C1)C1=C(C=CC=C1)SC)OCOC)OC (5-cyano-2-methoxy-N-[2-(3-methoxymethoxy-2′-methylthiobiphenyl-4-yl)ethyl]benzenesulfonamide), C([O-])(O)=O.[Na+] (sodium bicarbonate), OOS(=O)[O-].[K+] (OXONE). Solvent: C(C)OCC (diethyl ether), CC(=O)C (acetone). Run at time 3 hour. Yields the product C(#N)C=1C=CC(=C(C1)S(=O)(=O)NCCC1=C(C=C(C=C1)C1=C(C=CC=C1)S(=O)(=O)C)OCOC)OC (5-cyano-N-[2-(2′-methanesulfonyl-3-methoxymethoxybiphenyl-4-yl)ethyl]-2-methoxybenzenesulfonamide). RXN SMILES: [C:1]([C:3]1[CH:4]=[CH:5][C:6]([O:33][CH3:34])=[C:7]([S:9]([NH:12][CH2:13][CH2:14][C:15]2[CH:20]=[CH:19][C:18]([C:21]3[CH:26]=[CH:25][CH:24]=[CH:23][C:22]=3SC)=[CH:17][C:16]=2[O:29][CH2:30][O:31][CH3:32])(=O)=[O:10])[CH:8]=1)#[N:2].[C:35](=O)(O)[O-].[Na+].O[O:41][S:42]([O-:44])=O.[K+].S([O-])([O-])(=O)=O.[Na+].[Na+].[OH2:53]>CC(C)=O.C(OCC)C>[C:1]([C:3]1[CH:4]=[CH:5][C:6]([O:33][CH3:34])=[C:7]([S:9]([NH:12][CH2:13][CH2:14][C:15]2[CH:20]=[CH:19][C:18]([C:21]3[CH:26]=[CH:25][CH:24]=[CH:23][C:22]=3[S:42]([CH3:35])(=[O:44])=[O:41])=[CH:17][C:16]=2[O:29][CH2:30][O:31][CH3:32])(=[O:10])=[O:53])[CH:8]=1)#[N:2] |f:1.2,3.4,5.6.7|. Reported procedure: To a stirred suspension of 26.44 g of 5-cyano-2-methoxy-N-[2-(3-methoxymethoxy-2′-methylthiobiphenyl-4-yl)ethyl]benzenesulfonamide and 35.6 g of sodium bicarbonate in a mixture of 530 mL of acetone and 106 mL of water was added two portions of 81.5 g of OXONE (trademark) every 15 minutes under ice-cooling. The mixture was stirred under the same condition for 3 hours, and 100 mL of diethyl ether, 100 mL of water, and saturated aqueous sodium sulfate solution were added to the stirred reaction mix... Reactants: 1-[4,5-dihydroxy-N2 -(4-octyloxybenzoyl)ornithine] 5-(3-hydroxyglutamine) 6-(3-hydroxyproline) echinocandin B, C(C1=CC=CC=C1)OC(=O)NCCO (2-(N-benzyloxycarbonylamino)ethanol), [C@]12(C(=O)CC(CC1)C2(C)C)CS(=O)(=O)O ((1S)-(+)-10-camphorsulfonic acid), CN(C=O)C (N,N-dimethylformamide), C(=O)(O)[O-].[Na+] (NaHCO3), O (H2O). Run in CC#N.O (CH3CN H2O). Run at time 3.76 minute. The product is C(C1=CC=CC=C1)OC(=O)NCCOCCNC(=O)OCC1=CC=CC=C1 (N-benzyloxycarbonylaminoethyl ether). Reaction SMILES: [CH2:1]([O:8][C:9]([NH:11][CH2:12][CH2:13][OH:14])=[O:10])[C:2]1[CH:7]=[CH:6][CH:5]=[CH:4][CH:3]=1.[C@:15]12([CH2:25]S(O)(=O)=O)C(C)(C)[CH:19]([CH2:20][CH2:21]1)[CH2:18][C:16]2=O.[CH3:30][N:31](C)[CH:32]=[O:33].[C:35]([O-])(O)=O.[Na+].[OH2:40]>CC#N.O>[CH2:25]([O:40][C:32]([NH:31][CH2:30][CH2:35][O:14][CH2:13][CH2:12][NH:11][C:9]([O:8][CH2:1][C:2]1[CH:7]=[CH:6][CH:5]=[CH:4][CH:3]=1)=[O:10])=[O:33])[C:15]1[CH:16]=[CH:18][CH:19]=[CH:20][CH:21]=1 |f:3.4,6.7|. Procedure details: A solution of 3.5 grams (3.31 mmol) of 1-[4,5-dihydroxy-N2 -(4-octyloxybenzoyl)ornithine]-5-(3-hydroxyglutamine)-6-(3-hydroxyproline) echinocandin B, 16.13 grams (82.7 mmol) 2-(N-benzyloxycarbonylamino)ethanol and 768 milligrams (3.31 mmol) of (1S)-(+)-10-camphorsulfonic acid in 120 mL of anhydrous dixane and 12 mL of anhydrous N,N-dimethylformamide was stirred at 25° C. The reaction was monitored by analytical HPLC using "ZORBAX" RX-C18 column and a solvent system of 55% CH3CN/H2O at a flow rat... Reactants: [O-]S(=O)(=S)[O-].[Na+].[Na+] (Na2S2O3), 3a, 7a, C1C(CC2CCCCC12)=O (octahydro-2H-inden-2-one), C(=O)(O)[O-].[Na+] (NaHCO3), ClC1=C(C(=O)OO)C=CC=C1 (chloroperoxybenzoic acid). Solvent: ClCCl (dichloromethane). Reaction conditions: temperature 20 celsius, time 17 hour. Yields the product 8a, C1OC(CC2C1CCCC2)=O (octahydro-3H-2-benzopyran-3-one). As a reaction SMILES: [CH2:1]1[CH:9]2[CH:4]([CH2:5][CH2:6][CH2:7][CH2:8]2)[CH2:3][C:2]1=[O:10].C([O-])(O)=[O:12].[Na+].ClC1C=CC=CC=1C(OO)=O.[O-]S([O-])(=S)=O.[Na+].[Na+]>ClCCl>[CH2:1]1[CH:9]2[CH2:8][CH2:7][CH2:6][CH2:5][CH:4]2[CH2:3][C:2](=[O:10])[O:12]1 |f:1.2,4.5.6|. Procedure details: To a stirred mixture of 3.16 g (23 mmol) of (3a alpha, 7a alpha)-octahydro-2H-inden-2-one, 17.3 g (207 mmol) of NaHCO3 and 300 mL of dichloromethane was added 9.29 g of 85% m. chloroperoxybenzoic acid in small portions over 15 min. The reaction mixture was stirred for 17 h at 20° C., then 200 mL of 10% aqueous Na2S2O3 was added and, after 15 min, the organic phase was separated. Extraction of the aqueous portion with 2×100 mL of dichloromethane, washing of the combined organic solutions with 10%... The reactants are C1CCC2=NCCCN2CC1, COCCOC, CSc1nc(N)nc(-c2ccc(C)o2)c1C#N, OC1CCCCC1. Product: Cc1ccc(-c2nc(N)nc(OC3CCCCC3)c2C#N)o1. As a reaction SMILES: [CH2:25]1[CH2:26][CH2:27][C:28]2=[N:33][CH2:32][CH2:31][CH2:30][N:29]2[CH2:34][CH2:35]1.[CH3:36][O:37][CH2:38][CH2:39][O:40][CH3:41].[NH2:1][c:2]1[n:3][c:4]([S:16][CH3:17])[c:5]([C:14]#[N:15])[c:6](-[c:8]2[o:9][c:10]([CH3:13])[cH:11][cH:12]2)[n:7]1.[OH:18][CH:19]1[CH2:20][CH2:21][CH2:22][CH2:23][CH2:24]1>>[NH2:1][c:2]1[n:3][c:4]([O:18][CH:19]2[CH2:20][CH2:21][CH2:22][CH2:23][CH2:24]2)[c:5]([C:14]#[N:15])[c:6](-[c:8]2[o:9][c:10]([CH3:13])[cH:11][cH:12]2)[n:7]1. Reactants: C(C)(C)C1=CC=CC(=N1)CN1N=C(C2=C(C=CC=C12)[N+](=O)[O-])C (1-((6-isopropylpyridin-2-yl)methyl)-3-methyl-4-nitro-1H-indazole), C(C)O (ethanol), [Cl-].[NH4+] (ammonium chloride). The reagents and catalysts are [Fe] (iron). Solvent: O (water). Yields the product C(C)(C)C1=CC=CC(=N1)CN1N=C(C=2C(=CC=CC12)N)C (1-((6-isopropylpyridin-2-yl)methyl)-3-methyl-1H-indazol-4-amine). The yield is 55.5%. Reaction SMILES: [CH:1]([C:4]1[N:9]=[C:8]([CH2:10][N:11]2[C:19]3[C:14](=[C:15]([N+:20]([O-])=O)[CH:16]=[CH:17][CH:18]=3)[C:13]([CH3:23])=[N:12]2)[CH:7]=[CH:6][CH:5]=1)([CH3:3])[CH3:2].C(O)C.[Cl-].[NH4+]>O.[Fe]>[CH:1]([C:4]1[N:9]=[C:8]([CH2:10][N:11]2[C:19]3[CH:18]=[CH:17][CH:16]=[C:15]([NH2:20])[C:14]=3[C:13]([CH3:23])=[N:12]2)[CH:7]=[CH:6][CH:5]=1)([CH3:3])[CH3:2] |f:2.3|. Reported procedure: A flask equipped with an overhead stirrer and condenser was charged with 1-((6-isopropylpyridin-2-yl)methyl)-3-methyl-4-nitro-1H-indazole (25 g, 0.081 mol) and 150 mL of ethanol, followed by 45 g (0.805 mol) of iron powder. An equal amount of saturated ammonium chloride solution was added and the mixture was brought to 80° C. After 5 hours of heating, the mixture was allowed to cool to ambient temperature, diluted with water (500 mL) and filtered through GF/F filter paper multiple times to remov...